This data is from the Open Reaction Database (ORD), a public repository of structured organic reaction records. The task is: describe an organic reaction: reactants, conditions, products, and yield Starting materials: C1(CC=2C(C(=O)O1)=CC=CC2)=O (homophthalic anhydride), ClC1=CC=CC=C1 (chlorobenzene). Product: ClC1=CC=C(C=C1)C(CC1=C(C(=O)O)C=CC=C1)=O (2-[2-(4-Chlorophenyl)-2-oxoethyl]-benzoic acid). As a reaction SMILES: [C:1]1(=[O:12])[O:7][C:5](=[O:6])[C:4]2=[CH:8][CH:9]=[CH:10][CH:11]=[C:3]2[CH2:2]1.[Cl:13][C:14]1[CH:19]=[CH:18][CH:17]=[CH:16][CH:15]=1>>[Cl:13][C:14]1[CH:19]=[CH:18][C:17]([C:1](=[O:12])[CH2:2][C:3]2[CH:11]=[CH:10][CH:9]=[CH:8][C:4]=2[C:5]([OH:7])=[O:6])=[CH:16][CH:15]=1. Procedure details: 2-[2-(4-Chlorophenyl)-2-oxoethyl]-benzoic acid (above) was prepared by method I using homophthalic anhydride and chlorobenzene. In this case, it was found to be advantageous to heat the reaction to 85° C. for 4 hours. The product was isolated by flash chromatography.